The task is: describe an organic reaction: reactants, conditions, products, and yield. This data is from the Open Reaction Database (ORD), a public repository of structured organic reaction records. Starting materials: C(CCCCCCCCCCCCCCC)Br (hexadecylbromide), O (water), [H-].[Na+] (sodium hydride), C(C(=CC)O)O (2-butene-1,2-diol). Solvent: CN(C=O)C (dimethylformamide), CN(C=O)C (dimethylformamide). Conditions: time 2 day. The product is C(CCCCCCCCCCCCCCC)OCC(C=C)O ((Hexadecyloxy)methyl-2-propen-1-ol). Reaction SMILES: [H-].[Na+].[CH2:3]([OH:8])[C:4]([OH:7])=[CH:5][CH3:6].[CH2:9](Br)[CH2:10][CH2:11][CH2:12][CH2:13][CH2:14][CH2:15][CH2:16][CH2:17][CH2:18][CH2:19][CH2:20][CH2:21][CH2:22][CH2:23][CH3:24].O>CN(C)C=O>[CH2:24]([O:8][CH2:3][CH:4]([OH:7])[CH:5]=[CH2:6])[CH2:23][CH2:22][CH2:21][CH2:20][CH2:19][CH2:18][CH2:17][CH2:16][CH2:15][CH2:14][CH2:13][CH2:12][CH2:11][CH2:10][CH3:9] |f:0.1|. Procedure: To 18.5 q of washed sodium hydride in 500 ml of dry dimethylformamide in a water bath is added dropwise, 67.4 q of 2-butene-1,2-diol. A solution of 235 g of hexadecylbromide in 100 ml of dimethylformamide is added dropwise. This mixture is stirred at room temperature for 2 days then poured into water and extracted with ether. The ether extract is separated, dried, evaporated and purified by chromatography, to give 30 g of the desired compound. Starting materials: C[O-].[Na+] (NaOMe), crude material, C(C)(=O)OC=1N=C(C=2CCN(C(C2C1OC(C)=O)=O)CC1=CC(=C(C=C1)F)Cl)C(=O)N(C)C (6-(3-Chloro-4-fluorobenzyl)-1-[(dimethylamino)carbonyl]-5-oxo-5,6,7,8-tetrahydro-2,6-naphthyridine-3,4-diyl diacetate), Cl (HCl). Run in CO (MeOH), CO (MeOH). Yields the product ClC=1C=C(CN2C(C=3C(=C(N=C(C3CC2)C(=O)N(C)C)O)O)=O)C=CC1F (6-(3-Chloro-4-fluorobenzyl)-3,4-dihydroxy-N,N-dimethyl-5-oxo-5,6,7,8-tetrahydro-2,6-naphthyridine-1-carboxamide). As a reaction SMILES: C([O:4][C:5]1[N:6]=[C:7]([C:29]([N:31]([CH3:33])[CH3:32])=[O:30])[C:8]2[CH2:9][CH2:10][N:11]([CH2:20][C:21]3[CH:26]=[CH:25][C:24]([F:27])=[C:23]([Cl:28])[CH:22]=3)[C:12](=[O:19])[C:13]=2[C:14]=1[O:15]C(=O)C)(=O)C.C[O-].[Na+].Cl>CO>[Cl:28][C:23]1[CH:22]=[C:21]([CH:26]=[CH:25][C:24]=1[F:27])[CH2:20][N:11]1[CH2:10][CH2:9][C:8]2[C:7]([C:29]([N:31]([CH3:33])[CH3:32])=[O:30])=[N:6][C:5]([OH:4])=[C:14]([OH:15])[C:13]=2[C:12]1=[O:19] |f:1.2|. Procedure: 6-(3-Chloro-4-fluorobenzyl)-1-[(dimethylamino)carbonyl]-5-oxo-5,6,7,8-tetrahydro-2,6-naphthyridine-3,4-diyl diacetate (30 g, 62.7 mmol) was dissolved in 500 mL MeOH and treated with a 30% by weight solution of NaOMe in MeOH (45.2 mL, 251 mmol 4 equivalents was sufficient to get the pH of the reaction to 9) for 1 hour at 40° C. LCMS showed the cleavage of the acetate groups was complete. The reaction was neutralized with 1N HCl and the volume reduced to remove the MeOH and the residue was diluted... The reactants are NC=1C=CC2=C(N(C(CCC2(C)C)=O)CC)C1 (8-Amino-1-ethyl-5,5-dimethyl-1,3,4,5-tetrahydro-benzo[b]azepin-2-one), ClC1=NC=C(C(=N1)NC1=C(C=C(C=C1)N(C)C)S(=O)(=O)N(C)C)Cl (2-(2,5-Dichloro-pyrimidin-4-ylamino)-5-dimethylamino-N,N-dimethyl-benzenesulfonamide). Product: ClC=1C(=NC(=NC1)NC=1C=CC2=C(N(C(CCC2(C)C)=O)CC)C1)NC1=C(C=C(C=C1)N(C)C)S(=O)(=O)N(C)C (2-[5-Chloro-2-(1-ethyl-5,5-dimethyl-2-oxo-2,3,4,5-tetrahydro-1H-benzo[b]azepin-8-ylamino)-pyrimidin-4-ylamino]-5-dimethylamino-N,N-dimethyl-benzenesulfonamide), solid. The yield is 64.0%. Reaction SMILES: [NH2:1][C:2]1[CH:3]=[CH:4][C:5]2[C:11]([CH3:13])([CH3:12])[CH2:10][CH2:9][C:8](=[O:14])[N:7]([CH2:15][CH3:16])[C:6]=2[CH:17]=1.Cl[C:19]1[N:24]=[C:23]([NH:25][C:26]2[CH:31]=[CH:30][C:29]([N:32]([CH3:34])[CH3:33])=[CH:28][C:27]=2[S:35]([N:38]([CH3:40])[CH3:39])(=[O:37])=[O:36])[C:22]([Cl:41])=[CH:21][N:20]=1>>[Cl:41][C:22]1[C:23]([NH:25][C:26]2[CH:31]=[CH:30][C:29]([N:32]([CH3:34])[CH3:33])=[CH:28][C:27]=2[S:35]([N:38]([CH3:40])[CH3:39])(=[O:37])=[O:36])=[N:24][C:19]([NH:1][C:2]2[CH:3]=[CH:4][C:5]3[C:11]([CH3:12])([CH3:13])[CH2:10][CH2:9][C:8](=[O:14])[N:7]([CH2:15][CH3:16])[C:6]=3[CH:17]=2)=[N:20][CH:21]=1. Reported procedure: The title compound was prepared from 8-Amino-1-ethyl-5,5-dimethyl-1,3,4,5-tetrahydro-benzo[b]azepin-2-one and 2-(2,5-Dichloro-pyrimidin-4-ylamino)-5-dimethylamino-N,N-dimethyl-benzenesulfonamide in an analogous manner to Example 61e. Product isolated as a tan solid (0.077 g, 64%). MP: 240-243° C. 1HNMR (400 MHz, CDCl3, δ, ppm): 8.90 (s, 1H), 8.15 (d, J=9.1 Hz, 1H), 8.07 (s, 1H), 7.66 (d, J=2.3 Hz, 1H), 7.30-7.19 (m, 2H), 7.14 (d, J=3.0 Hz, 1H), 6.93 (br s, 1H), 6.85 (dd, J=9.2 Hz and 2.9 Hz, 1H)... The reactants are ClC1=NC=CC=2C1=NC(=C(N2)C)O (5-chloro-2-methylpyrido[3,4-b]pyrazin-3-ol), CCN(C(C)C)C(C)C (DIEA), CS(=O)(=O)Cl (methanesulfonyl chloride). Run in C(Cl)Cl (DCM), C(Cl)Cl (DCM). Conditions: time 1 hour. The product is CS(=O)(=O)OC1=C(N=C2C(=N1)C(=NC=C2)Cl)C (5-chloro-2-methylpyrido[3,4-b]pyrazin-3-yl methanesulfonate). The yield is 63.9%. Reaction SMILES: [Cl:1][C:2]1[C:7]2=[N:8][C:9]([OH:13])=[C:10]([CH3:12])[N:11]=[C:6]2[CH:5]=[CH:4][N:3]=1.CCN(C(C)C)C(C)C.[CH3:23][S:24](Cl)(=[O:26])=[O:25]>C(Cl)Cl>[CH3:23][S:24]([O:13][C:9]1[N:8]=[C:7]2[C:2]([Cl:1])=[N:3][CH:4]=[CH:5][C:6]2=[N:11][C:10]=1[CH3:12])(=[O:26])=[O:25]. Procedure: A solution of 5-chloro-2-methylpyrido[3,4-b]pyrazin-3-ol (1.88 g, 9.61 mmol) in DCM (30 mL) at 0° C. was treated with DIEA (3.34 mL, 19.22 mmol) followed by methanesulfonyl chloride (1.11 mL, 14.42 mmol) (Sigma Aldich). The reaction mixture was warmed to RT and stiffed for 1 h. The mixture was diluted with DCM and washed with water. The organic layer was dried (MgSO4), filtered and concentrated in vacuo. The residue was purified on a silica gel column (10-35% EtOAc in Hexanes) to give 5-chloro-2... The product is COc1cc(C(=O)N2CCCC(CCOS(C)(=O)=O)(c3ccc(Cl)c(Cl)c3)C2)cc(OC)c1OC. Reactants: COc1cc(C(=O)N2CCCC(CCO)(c3ccc(Cl)c(Cl)c3)C2)cc(OC)c1OC, CS(=O)(=O)Cl, CCN(C(C)C)C(C)C, ClCCl. Reaction SMILES: [CH3:1][O:2][c:3]1[cH:4][c:5]([C:6](=[O:7])[N:8]2[CH2:9][C:10]([CH2:14][CH2:15][OH:16])([c:17]3[cH:18][c:19]([Cl:24])[c:20]([Cl:23])[cH:21][cH:22]3)[CH2:11][CH2:12][CH2:13]2)[cH:25][c:26]([O:30][CH3:31])[c:27]1[O:28][CH3:29].[CH3:41][S:42]([Cl:43])(=[O:44])=[O:45].[CH:32]([N:33]([CH2:34][CH3:35])[CH:36]([CH3:37])[CH3:38])([CH3:39])[CH3:40].[Cl:46][CH2:47][Cl:48]>>[CH3:1][O:2][c:3]1[cH:4][c:5]([C:6](=[O:7])[N:8]2[CH2:9][C:10]([CH2:14][CH2:15][O:16][S:42]([CH3:41])(=[O:44])=[O:45])([c:17]3[cH:18][c:19]([Cl:24])[c:20]([Cl:23])[cH:21][cH:22]3)[CH2:11][CH2:12][CH2:13]2)[cH:25][c:26]([O:30][CH3:31])[c:27]1[O:28][CH3:29]. The reactants are COC(=O)COc1ccccc1-c1c(C2CCCCC2)c2ccc(C(=O)O)cc2n1C, CN(CCCCN(C)S(N)(=O)=O)C(=O)COc1ccccc1-c1c(C2CCCCC2)c2ccc(C(=O)OC(C)(C)C)cc2n1C1CCCC1. Yields the product CN(CCCCN(C)S(N)(=O)=O)C(=O)COc1ccccc1-c1c(C2CCCCC2)c2ccc(C(=O)O)cc2n1C1CCCC1. RXN SMILES: [CH:1]1([c:2]2[c:3]3[c:4]([cH:5][c:6]([C:7]([OH:8])=[O:9])[cH:10][cH:11]3)[n:12]([CH3:13])[c:14]2-[c:15]2[cH:16][cH:17][cH:18][cH:19][c:20]2[O:21][CH2:22][C:23]([O:24][CH3:25])=[O:26])[CH2:27][CH2:28][CH2:29][CH2:30][CH2:31]1.[CH:32]1([c:38]2[c:39](-[c:59]3[c:60]([O:65][CH2:66][C:67](=[O:68])[N:69]([CH2:70][CH2:71][CH2:72][CH2:73][N:74]([S:75]([NH2:76])(=[O:77])=[O:78])[CH3:79])[CH3:80])[cH:61][cH:62][cH:63][cH:64]3)[n:40]([CH:54]3[CH2:55][CH2:56][CH2:57][CH2:58]3)[c:41]3[cH:42][c:43]([C:47](=[O:48])[O:49][C:50]([CH3:51])([CH3:52])[CH3:53])[cH:44][cH:45][c:46]23)[CH2:33][CH2:34][CH2:35][CH2:36][CH2:37]1>>[CH:32]1([c:38]2[c:39](-[c:59]3[c:60]([O:65][CH2:66][C:67](=[O:68])[N:69]([CH2:70][CH2:71][CH2:72][CH2:73][N:74]([S:75]([NH2:76])(=[O:77])=[O:78])[CH3:79])[CH3:80])[cH:61][cH:62][cH:63][cH:64]3)[n:40]([CH:54]3[CH2:55][CH2:56][CH2:57][CH2:58]3)[c:41]3[cH:42][c:43]([C:47](=[O:48])[OH:49])[cH:44][cH:45][c:46]23)[CH2:33][CH2:34][CH2:35][CH2:36][CH2:37]1. Starting materials: CC(C)([O-])C.[K+] (potassium t-butoxide), C(\C=C\C)(=O)OCC ((E)-ethyl crotonate), C(\C=C\C)(=O)OCC ((E)-ethyl crotonate), C(CC(=O)C)(=O)O[C@@H]1C[C@@H](CC[C@H]1C(C)C)C ((1R, 3R, 4S)-p-Menth-3-yl Acetoacetate), C(\C=C\C)(=O)OCC ((E)-ethyl crotonate). The solvent is C(C)(C)(C)O (t-butyl alcohol). Run at temperature 23 celsius. The product is diketone, C[C@H]1[C@@H](C(CC(C1)=O)=O)C(=O)O[C@@H]1C[C@@H](CC[C@H]1C(C)C)C ((1R, 3R, 4S)-p-menth-3-yl (1S, 2R)-2-methyl-4,6-dioxocyclohexanecarboxylate). RXN SMILES: CC(C)([O-])C.[K+].[C:7]([O:13][C@H:14]1[C@H:19]([CH:20]([CH3:22])[CH3:21])[CH2:18][CH2:17][C@@H:16]([CH3:23])[CH2:15]1)(=[O:12])[CH2:8][C:9]([CH3:11])=[O:10].[C:24](OCC)(=[O:28])/[CH:25]=[CH:26]/[CH3:27]>C(O)(C)(C)C>[CH3:27][C@@H:26]1[CH2:25][C:24](=[O:28])[CH2:11][C:9](=[O:10])[C@H:8]1[C:7]([O:13][C@H:14]1[C@H:19]([CH:20]([CH3:22])[CH3:21])[CH2:18][CH2:17][C@@H:16]([CH3:23])[CH2:15]1)=[O:12] |f:0.1|. Reported procedure: A 2-L 3-necked round bottom flask fitted with a reflux condenser, a mechanical stirrer, and a glass stopper was charged with t-butyl alcohol (300 mL) and potassium t-butoxide (68.7 g, 612 mmol, 1.04 equiv). The glass stopper was removed and, with efficient mechanical stirring, (1R, 3R, 4S)-p-menth-3-yl acetoacetate (1, 150 g, 624 mmol, 1.06 equiv) was added rapidly to the yellow slurry. The open neck of the reaction flask was fitted with a 100-mL addition funnel containing (E)-ethyl crotonate (7... The reactants are O=C([O-])[O-], C=CCCCN, COC(=O)CCS(=O)(=O)Cl, ClCCl, [Na+], [Na+]. Product: C=CCCCNS(=O)(=O)CCC(=O)OC. Reaction SMILES: [C:7](=[O:8])([O-:9])[O-:10].[CH2:1]([CH2:2][CH2:3][CH:4]=[CH2:5])[NH2:6].[CH3:13][O:14][C:15]([CH2:16][CH2:17][S:18](=[O:19])(=[O:20])[Cl:21])=[O:22].[Cl:23][CH2:24][Cl:25].[Na+:11].[Na+:12]>>[CH2:1]([CH2:2][CH2:3][CH:4]=[CH2:5])[NH:6][S:18]([CH2:17][CH2:16][C:15]([O:14][CH3:13])=[O:22])(=[O:19])=[O:20]. Starting materials: C1(CC1)COC1=C(C2=C(OCO2)C=C1)C=1C2=C(N=CN1)C(=C(N2COCC[Si](C)(C)C)C)C(=O)O (4-[5-(cyclopropylmethoxy)-1,3-benzodioxol-4-yl]-6-methyl-5-{[2-(trimethylsilyl)ethoxy]methyl}-5H-pyrrolo[3,2-d]pyrimidine-7-carboxylic acid), N[C@@H]1CN(C[C@H]1O)C(=O)OC(C)(C)C (tert-butyl(3R*,4R*)-3-amino-4-hydroxy-pyrrolidine-1-carboxylate). Yields the product C1(CC1)COC1=C(C2=C(OCO2)C=C1)C=1C2=C(N=CN1)C(=C(N2COCC[Si](C)(C)C)C)C(=O)N[C@@H]2CN(C[C@H]2O)C(=O)OC(C)(C)C (tert-Butyl(3R*,4R*)-3-{[(4-[5-(cyclopropylmethoxy)-1,3-benzodioxol-4-yl]-6-methyl-5-{[2-(trimethylsilyl)ethoxy]methyl}-5H-pyrrolo[3,2-d]pyrimidin-7-yl)carbonyl]amino}-4-hydroxypyrrolidine-1-carboxylate). Reaction SMILES: [CH:1]1([CH2:4][O:5][C:6]2[CH:14]=[CH:13][C:9]3[O:10][CH2:11][O:12][C:8]=3[C:7]=2[C:15]2[C:16]3[N:23]([CH2:24][O:25][CH2:26][CH2:27][Si:28]([CH3:31])([CH3:30])[CH3:29])[C:22]([CH3:32])=[C:21]([C:33](O)=[O:34])[C:17]=3[N:18]=[CH:19][N:20]=2)[CH2:3][CH2:2]1.[NH2:36][C@H:37]1[C@H:41]([OH:42])[CH2:40][N:39]([C:43]([O:45][C:46]([CH3:49])([CH3:48])[CH3:47])=[O:44])[CH2:38]1>>[CH:1]1([CH2:4][O:5][C:6]2[CH:14]=[CH:13][C:9]3[O:10][CH2:11][O:12][C:8]=3[C:7]=2[C:15]2[C:16]3[N:23]([CH2:24][O:25][CH2:26][CH2:27][Si:28]([CH3:30])([CH3:31])[CH3:29])[C:22]([CH3:32])=[C:21]([C:33]([NH:36][C@H:37]4[C@H:41]([OH:42])[CH2:40][N:39]([C:43]([O:45][C:46]([CH3:49])([CH3:48])[CH3:47])=[O:44])[CH2:38]4)=[O:34])[C:17]=3[N:18]=[CH:19][N:20]=2)[CH2:3][CH2:2]1. Procedure details: Starting from 4-[5-(cyclopropylmethoxy)-1,3-benzodioxol-4-yl]-6-methyl-5-{[2-(trimethylsilyl)ethoxy]methyl}-5H-pyrrolo[3,2-d]pyrimidine-7-carboxylic acid (example D.c1) and commercially available tert-butyl(3R*,4R*)-3-amino-4-hydroxy-pyrrolidine-1-carboxylate the title compound is obtained as pale yellow foam.